This data is from the Open Reaction Database (ORD), a public repository of structured organic reaction records. The task is: describe an organic reaction: reactants, conditions, products, and yield Starting materials: P(OC1=CC=CC=C1)(=O)(Cl)Cl (phenyl phosphorodichloridate), TEA, S(=O)(=O)([O-])C1=CC=C(C)C=C1 (tosylate), N[C@H](C(=O)OCC(C)(C)C)C ((S)-neopentyl 2-aminopropanoate), C(Cl)Cl (DCM). Yields the product ClC1=C(OP(=O)=N[C@H](C(=O)OCC(C)(C)C)C)C=CC=C1 ((2S)-neopentyl 2-(chloro(phenoxy)phosphorylamino)propanoate), oil. Yield: 95.0%. As a reaction SMILES: S(C1C=CC(C)=CC=1)([O-])(=O)=O.[NH2:12][C@@H:13]([CH3:22])[C:14]([O:16][CH2:17][C:18]([CH3:21])([CH3:20])[CH3:19])=[O:15].[P:23](Cl)(Cl)(=[O:31])[O:24][C:25]1[CH:30]=[CH:29][CH:28]=[CH:27][CH:26]=1.C(Cl)[Cl:35]>>[Cl:35][C:26]1[CH:27]=[CH:28][CH:29]=[CH:30][C:25]=1[O:24][P:23](=[N:12][C@@H:13]([CH3:22])[C:14]([O:16][CH2:17][C:18]([CH3:21])([CH3:20])[CH3:19])=[O:15])=[O:31]. Procedure: Using the general procedure for synthesizing naphthyl (amino acid ester) phosphorochloridates, the tosylate salt of (S)-neopentyl 2-aminopropanoate (2.00 g, 6.03 mmol), phenyl phosphorodichloridate (0.90 mL, 12.06 mmol) and TEA (1.68 mL, 12.06 mmol) were combined in 66 mL of dry DCM. The product, (2S)-neopentyl 2-(chloro(phenoxy)phosphorylamino)propanoate was obtained as a clear, thick oil (1.91 g, 95%). Starting materials: OCCCCCC=O (6-hydroxyhexanal), O=O (O2). The solvent is O (water). Run at temperature 90 celsius, time 1.5 hour. Product: OCCCCCC(=O)O (6-hydroxycaproic acid). Reaction SMILES: [OH:1][CH2:2][CH2:3][CH2:4][CH2:5][CH2:6][CH:7]=[O:8].[O:9]=O>O>[OH:8][CH2:7][CH2:6][CH2:5][CH2:4][CH2:3][C:2]([OH:9])=[O:1]. Procedure: 5.28 Grams (45 mmols) of 6-hydroxyhexanal was charged to a 100 milliliter Schlenk flask and dissolved in 45 milliliters of deionized water by heating to 85-95° C. in a water bath. The resulting solution was charged to the Parr autoclave, placed under 1500 psi O2 and heated to 120° C. Samples were taken every 30 minutes throughout the reaction. After 1.5 hours, reaction conversion was 92% and 6-hydroxycaproic acid was formed in 92% selectivity. Starting materials: BrC=1C=C(C=CC1)C1=NC(=NC(=N1)C1=CC=CC=C1)C1=CC=CC=C1 (2-(3-bromophenyl)-4,6-diphenyl-1,3,5-triazine), C1(=CC=CC=C1)P(C1=CC=CC=C1)C1=CC=CC=C1 (triphenylphosphine), CC1(OB(OC1(C)C)C1=NC2=C3N=CC=CC3=CC=C2C=C1)C (2-(4,4,5,5-tetramethyl-1,3,2-dioxaborolan-2-yl)-1,10-phenanthroline), C([O-])([O-])=O.[Cs+].[Cs+] (cesium carbonate). The reagents and catalysts are C(C)(=O)[O-].[Pd+2].C(C)(=O)[O-] (palladium acetate). Run in O1CCCC1 (tetrahydrofuran). Product: C1(=CC=CC=C1)C1=NC(=NC(=N1)C1=CC=CC=C1)C1=CC(=CC=C1)C1=NC2=C3N=CC=CC3=CC=C2C=C1 (4,6-diphenyl-2-[3-(1,10-phenanthrolin-2-yl)phenyl]-1,3,5-triazine). As a reaction SMILES: Br[C:2]1[CH:3]=[C:4]([C:8]2[N:13]=[C:12]([C:14]3[CH:19]=[CH:18][CH:17]=[CH:16][CH:15]=3)[N:11]=[C:10]([C:20]3[CH:25]=[CH:24][CH:23]=[CH:22][CH:21]=3)[N:9]=2)[CH:5]=[CH:6][CH:7]=1.CC1(C)C(C)(C)OB([C:34]2[CH:47]=[CH:46][C:45]3[C:36](=[C:37]4[C:42](=[CH:43][CH:44]=3)[CH:41]=[CH:40][CH:39]=[N:38]4)[N:35]=2)O1.C(=O)([O-])[O-].[Cs+].[Cs+].C1(P(C2C=CC=CC=2)C2C=CC=CC=2)C=CC=CC=1>O1CCCC1.C([O-])(=O)C.[Pd+2].C([O-])(=O)C>[C:14]1([C:12]2[N:11]=[C:10]([C:20]3[CH:25]=[CH:24][CH:23]=[CH:22][CH:21]=3)[N:9]=[C:8]([C:4]3[CH:5]=[CH:6][CH:7]=[C:2]([C:39]4[CH:40]=[CH:41][C:42]5[C:37](=[C:36]6[C:45](=[CH:44][CH:43]=5)[CH:46]=[CH:47][CH:34]=[N:35]6)[N:38]=4)[CH:3]=3)[N:13]=2)[CH:19]=[CH:18][CH:17]=[CH:16][CH:15]=1 |f:2.3.4,7.8.9|. Procedure details: In a stream of argon, 1.20 g of 2-(3-bromophenyl)-4,6-diphenyl-1,3,5-triazine, 1.30 g of 2-(4,4,5,5-tetramethyl-1,3,2-dioxaborolan-2-yl)-1,10-phenanthroline, 1.11 g of cesium carbonate, 14 mg of palladium acetate and 32 mg of triphenylphosphine were suspended in 140 mL of tetrahydrofuran. The suspension was heated under reflux for 19 hours. Then the reaction mixture was left to be cooled to room temperature, and distilled under a reduced pressure to remove low-boiling point ingredients. Methanol... Starting materials: C(F)(F)(C(F)(F)C(F)(F)F)OC(F)(F)C(F)(F)CCS(=O)(=O)Cl (C3F7OCF2CF2CH2CH2SO2Cl), CN(C)CCCN (dimethylaminopropylamine). Conditions: temperature 75 celsius. The product is Intermediate 1, C(F)(F)(C(F)(F)C(F)(F)F)OC(F)(F)C(F)(F)CCS(=O)(=O)NCCCN(C)C (C3F7OCF2CF2CH2CH2SO2N(H)—CH2CH2CH2N(CH3)2). The yield is 87.2%. Reaction SMILES: [C:1]([O:11][C:12]([C:15]([CH2:18][CH2:19][S:20](Cl)(=[O:22])=[O:21])([F:17])[F:16])([F:14])[F:13])([C:4]([C:7]([F:10])([F:9])[F:8])([F:6])[F:5])([F:3])[F:2].[CH3:24][N:25]([CH2:27][CH2:28][CH2:29][NH2:30])[CH3:26]>>[C:1]([O:11][C:12]([C:15]([CH2:18][CH2:19][S:20]([NH:30][CH2:29][CH2:28][CH2:27][N:25]([CH3:26])[CH3:24])(=[O:22])=[O:21])([F:17])[F:16])([F:14])[F:13])([C:4]([C:7]([F:10])([F:9])[F:8])([F:6])[F:5])([F:3])[F:2]. Procedure: C3F7OCF2CF2CH2CH2SO2Cl (100 g, 0.242 mol, 66.8% in toluene) was added dropwise to a mixture of dimethylaminopropylamine (DMAPA) at 45° C. After the addition, the reaction was heated at 75° C. overnight. The reaction mass was filtered and the wet cake was washed with 60° C. toluene. After stripping off the toluene, the concentrated organic product was washed with 200 mL of 95° C. deionized water. The product Intermediate 1, C3F7OCF2CF2CH2CH2SO2N(H)—CH2CH2CH2N(CH3)2 (101 g, 87.2%) was obtained as ... Starting materials: F[B-](F)(F)F, CN(C)C=O, CCN(C(C)C)C(C)C, CCOC(=O)C1CCNCC1, O=C(O)c1ncoc1-c1ccccc1, CN(C)C(On1nnc2ccccc21)=[N+](C)C. Product: CCOC(=O)C1CCN(C(=O)c2ncoc2-c2ccccc2)CC1. As a reaction SMILES: [B-:26]([F:27])([F:28])([F:29])[F:30].[CH3:57][N:58]([CH3:59])[CH:60]=[O:61].[CH:48]([N:49]([CH:50]([CH3:51])[CH3:52])[CH2:53][CH3:54])([CH3:55])[CH3:56].[NH:15]1[CH2:16][CH2:17][CH:18]([C:19](=[O:20])[O:21][CH2:22][CH3:23])[CH2:24][CH2:25]1.[c:1]1(-[c:7]2[c:8]([C:12](=[O:13])[OH:14])[n:9][cH:10][o:11]2)[cH:2][cH:3][cH:4][cH:5][cH:6]1.[n:31]1([O:32][C:33]([N:34]([CH3:35])[CH3:36])=[N+:37]([CH3:38])[CH3:39])[c:40]2[cH:41][cH:42][cH:43][cH:44][c:45]2[n:46][n:47]1>>[c:1]1(-[c:7]2[c:8]([C:12](=[O:14])[N:15]3[CH2:16][CH2:17][CH:18]([C:19](=[O:20])[O:21][CH2:22][CH3:23])[CH2:24][CH2:25]3)[n:9][cH:10][o:11]2)[cH:2][cH:3][cH:4][cH:5][cH:6]1.